This data is from the Open Reaction Database (ORD), a public repository of structured organic reaction records. The task is: describe an organic reaction: reactants, conditions, products, and yield Starting materials: O1CCOC12CCC(CC2)C(CC)NC(C(F)(F)F)=O (N-(1-{1,4-dioxaspiro[4.5]decan-8-yl}propyl)-2,2,2-trifluoroacetamide). The solvent is CC#N (CH3CN), Cl (HCl). Yields the product FC(C(=O)NC(CC)C1CCC(CC1)=O)(F)F (2,2,2-trifluoro-N-(1-(4-oxocyclohexyl)propyl)acetamide). Reaction SMILES: O1[C:5]2([CH2:10][CH2:9][CH:8]([CH:11]([NH:14][C:15](=[O:20])[C:16]([F:19])([F:18])[F:17])[CH2:12][CH3:13])[CH2:7][CH2:6]2)[O:4]CC1>CC#N.Cl>[F:17][C:16]([F:18])([F:19])[C:15]([NH:14][CH:11]([CH:8]1[CH2:9][CH2:10][C:5](=[O:4])[CH2:6][CH2:7]1)[CH2:12][CH3:13])=[O:20]. Procedure: A solution of N-(1-{1,4-dioxaspiro[4.5]decan-8-yl}propyl)-2,2,2-trifluoroacetamide (89 mg, 0.30 mmol, 1.00 equiv) in CH3CN (5 mL) and HCl (2M, 1 mL) was stirred for 2 h at room temperature. The resulting mixture was concentrated under vacuum. The residue was diluted with 10 mL of aq. sodium bicarbonate (1M). The resulting solution was extracted with 2×20 mL of dichloromethane. The organic layers were combined, dried over anhydrous sodium sulfate and concentrated under vacuum to give the title co... Reactants: N1=CC=C(C=C1)B(O)O (4-pyridineboronic acid), C(=O)(OC(C)(C)C)C1CCN(CC1)N (4-Boc-aminopiperidine), N1=CC=CC=C1 (pyridine), 4A. The reagents and catalysts are CN(C)C=1C=CN=CC1 (DMAP), CC(=O)[O-].CC(=O)[O-].[Cu+2] (Cu(OAc)2). Run in C(Cl)Cl (DCM), C(Cl)Cl (DCM). Reaction conditions: time 2 day. Product: C(=O)(OC(C)(C)C)C1CC(N(CC1)C1=CC=NC=C1)N (4-(4-Boc-aminopiperidin-1-yl)pyridine). The yield is 90.0%. As a reaction SMILES: [N:1]1[CH:6]=[CH:5][C:4](B(O)O)=[CH:3][CH:2]=1.[C:10]([CH:17]1[CH2:22][CH2:21][N:20](N)[CH2:19][CH2:18]1)([O:12][C:13]([CH3:16])([CH3:15])[CH3:14])=[O:11].[N:24]1C=CC=CC=1>CN(C1C=CN=CC=1)C.C(Cl)Cl.CC([O-])=O.CC([O-])=O.[Cu+2]>[C:10]([CH:17]1[CH2:22][CH2:21][N:20]([C:4]2[CH:5]=[CH:6][N:1]=[CH:2][CH:3]=2)[CH:19]([NH2:24])[CH2:18]1)([O:12][C:13]([CH3:16])([CH3:15])[CH3:14])=[O:11] |f:5.6.7|. Procedure: The mixture of 4-pyridineboronic acid (0.97 g, 7.8 mmol), 4-Boc-aminopiperidine (3.25 g, 15.8 mmol), Cu(OAc)2 (2.88 g, 15.8 mmol), DMAP (catalytic amount), pyridine (2.5 mL, 32 mmol), 4A activated molecular sieve in 50 mL dry DCM was stirred for over 2 days. It was diluted with DCM, filtered through celite. It was washed with brine and water, dried, filtered through a silica plug, evaporated in vacuuo to give 4-(4-Boc-aminopiperidin-1-yl)pyridine in 90% yield. ES-MS: (+H) 278. Procedure details: A mixture of N-(3-{1-[(3R)-3-hydroxy-3-phenylpropyl]-4-piperidinyl}phenyl)-2-methylpropanamide (5.20 mg, 0.0137 mmol), 4-phenylphenol (100 mg), triphenylphosphine (30.0 mg, 0.115 mmol) and diethyl azodicarboxylate (7.42 mg, 0.0426 mmol) in THF (0.50 mL) was stirred at room temperature for 3 days. Chromatography using silica preparative TLC plates [2.5% of NH3 (2.0 M in methanol) in CHCl3] gave the desired product (3.00 mg, 41.2% yield) as a thick oil: 1H NMR (400 MHz, CDCl3) δ 8.06 (s, 1H), 7.48... As a reaction SMILES: [OH:1][C@@H:2]([C:23]1[CH:28]=[CH:27][CH:26]=[CH:25][CH:24]=1)[CH2:3][CH2:4][N:5]1[CH2:10][CH2:9][CH:8]([C:11]2[CH:12]=[C:13]([NH:17][C:18](=[O:22])[CH:19]([CH3:21])[CH3:20])[CH:14]=[CH:15][CH:16]=2)[CH2:7][CH2:6]1.[C:29]1([C:35]2[CH:40]=[CH:39][C:38](O)=[CH:37][CH:36]=2)[CH:34]=[CH:33][CH:32]=[CH:31][CH:30]=1.C1(P(C2C=CC=CC=2)C2C=CC=CC=2)C=CC=CC=1.N(C(OCC)=O)=NC(OCC)=O.N>C1COCC1.C(Cl)(Cl)Cl>[C:29]1([C:35]2[CH:36]=[CH:37][CH:38]=[CH:39][CH:40]=2)[CH:34]=[CH:33][C:32]([O:1][C@H:2]([C:23]2[CH:24]=[CH:25][CH:26]=[CH:27][CH:28]=2)[CH2:3][CH2:4][N:5]2[CH2:10][CH2:9][CH:8]([C:11]3[CH:12]=[C:13]([NH:17][C:18](=[O:22])[CH:19]([CH3:21])[CH3:20])[CH:14]=[CH:15][CH:16]=3)[CH2:7][CH2:6]2)=[CH:31][CH:30]=1. Product: C1(=CC=C(C=C1)O[C@@H](CCN1CCC(CC1)C=1C=C(C=CC1)NC(C(C)C)=O)C1=CC=CC=C1)C1=CC=CC=C1 (N-(3-{1-[(3S)-3-([1,1′-BIPHENYL]-4-YLOXY)-3-PHENYLPROPYL]-4-PIPERIDINYL}PHENYL)-2-METHYLPROPANAMIDE). Starting materials: O[C@H](CCN1CCC(CC1)C=1C=C(C=CC1)NC(C(C)C)=O)C1=CC=CC=C1 (N-(3-{1-[(3R)-3-hydroxy-3-phenylpropyl]-4-piperidinyl}phenyl)-2-methylpropanamide), C1(=CC=CC=C1)C1=CC=C(C=C1)O (4-phenylphenol), C1(=CC=CC=C1)P(C1=CC=CC=C1)C1=CC=CC=C1 (triphenylphosphine), N(=NC(=O)OCC)C(=O)OCC (diethyl azodicarboxylate), N (NH3). Conditions: time 3 day. Yield: 41.1%. Solvent: C1CCOC1 (THF), C(Cl)(Cl)Cl (CHCl3). Reactants: N(=O)[O-].[Na+] (sodium nitrite), N[C@@H](CC1=CC=CC=C1)C(=O)O (phenylalanine). Run in O (water), S(O)(O)(=O)=O (sulphuric acid). Conditions: temperature 0 celsius, time 2 hour. Yields the product C1(=CC=CC=C1)CC(C(=O)O)O (3-Phenyl-2-hydroxypropionic acid). The yield is 74.6%. Reaction SMILES: N([O-])=[O:2].[Na+].N[C@H:6]([C:14]([OH:16])=[O:15])[CH2:7][C:8]1[CH:13]=[CH:12][CH:11]=[CH:10][CH:9]=1>O.S(=O)(=O)(O)O>[C:8]1([CH2:7][CH:6]([OH:2])[C:14]([OH:16])=[O:15])[CH:13]=[CH:12][CH:11]=[CH:10][CH:9]=1 |f:0.1|. Procedure details: A solution of 0.829 g of sodium nitrite in 4.2 ml of water is added dropwise at 0° C. to a suspension of 1.6 g of phenylalanine in 5.3 ml of sulphuric acid (2.5N). The reaction mixture is stirred for 2 hours at 0° C. and then for 17 hours at room temperature. The reaction mixture is extracted with twice 100 ml of ethyl acetate. The pooled organic phases are washed with 100 ml of a saturated sodium chloride solution in water. 1.2 g of yellow crystals are obtained after drying.